Task: describe an organic reaction: reactants, conditions, products, and yield. Dataset: the Open Reaction Database (ORD), a public repository of structured organic reaction records Reactants: ClCCCCCC1=CC=CC=C1 (1-chloro-5-phenylpentane), [I-].[K+] (potassium iodide), C([O-])([O-])=O.[K+].[K+] (potassium carbonate), Cl (hydrochloric acid), ClC=1C=C(C=C(C1)Cl)SC1=C(N=C(N1)COCC1=CC=C(C=C1)OC)C(C)C (5-(3,5-dichlorophenylthio)-4-isopropyl-2-(p-methoxybenzyloxymethyl)-1H-imidazole). The solvent is CN(C=O)C (dimethylformamide), C(C)O (ethanol), O (water). Conditions: time 20 minute. Product: ClC=1C=C(C=C(C1)Cl)SC1=C(N=C(N1CCCCCC1=CC=CC=C1)CO)C(C)C (5-(3,5-dichlorophenylthio)-2-hydroxymethyl-4-isopropyl-1-(5-phenylpentyl)-1H-imidazole). The yield is 56.6%. As a reaction SMILES: Cl[CH2:2][CH2:3][CH2:4][CH2:5][CH2:6][C:7]1[CH:12]=[CH:11][CH:10]=[CH:9][CH:8]=1.[I-].[K+].[Cl:15][C:16]1[CH:17]=[C:18]([S:23][C:24]2[NH:28][C:27]([CH2:29][O:30]CC3C=CC(OC)=CC=3)=[N:26][C:25]=2[CH:40]([CH3:42])[CH3:41])[CH:19]=[C:20]([Cl:22])[CH:21]=1.C(=O)([O-])[O-].[K+].[K+].Cl>O.C(O)C.CN(C)C=O>[Cl:22][C:20]1[CH:19]=[C:18]([S:23][C:24]2[N:28]([CH2:2][CH2:3][CH2:4][CH2:5][CH2:6][C:7]3[CH:12]=[CH:11][CH:10]=[CH:9][CH:8]=3)[C:27]([CH2:29][OH:30])=[N:26][C:25]=2[CH:40]([CH3:42])[CH3:41])[CH:17]=[C:16]([Cl:15])[CH:21]=1 |f:1.2,4.5.6|. Procedure: To dimethylformamide was added 92 mg of 1-chloro-5-phenylpentane and 152 mg of potassium iodide under ice-cooling, the mixture was allowed to warm up to room temperature and stirred for 20 minutes. Then, 200 mg of 5-(3,5-dichlorophenylthio)-4-isopropyl-2-(p-methoxybenzyloxymethyl)-1H-imidazole (101b)was added, followed by addition of 126 mg of potassium carbonate. Then the mixture was warmed up to 50° C. and allowed to react for 6 hours. After completion of the reaction, the mixture was diluted ... The reactants are C1CCOC1, CS(C)=O, OCCCCCC(O)COc1ccc(F)cc1, O=C(O)c1ccccc1I. The product is O=CCCCCC(O)COc1ccc(F)cc1. Reaction SMILES: [CH2:28]1[O:29][CH2:30][CH2:31][CH2:32]1.[CH3:33][S:34]([CH3:35])=[O:36].[F:1][c:2]1[cH:3][cH:4][c:5]([O:6][CH2:7][CH:8]([CH2:9][CH2:10][CH2:11][CH2:12][CH2:13][OH:14])[OH:15])[cH:16][cH:17]1.[OH:18][C:19]([c:20]1[c:21]([I:22])[cH:23][cH:24][cH:25][cH:26]1)=[O:27]>>[F:1][c:2]1[cH:3][cH:4][c:5]([O:6][CH2:7][CH:8]([CH2:9][CH2:10][CH2:11][CH2:12][CH:13]=[O:14])[OH:15])[cH:16][cH:17]1. Reactants: C(C)(=O)OCC (ethyl acetate), CI (Methyl iodide), BrC1=CC(=C(C(=O)O)C=C1)F (4-bromo-2-fluorobenzoic acid), C([O-])([O-])=O.[Na+].[Na+] (sodium carbonate). Run in CN(C=O)C (dimethylformamide). Conditions: time 8 hour. Yields the product BrC1=CC(=C(C(=O)OC)C=C1)F (methyl 4-bromo-2-fluorobenzoate). Isolated yield 96.6%. As a reaction SMILES: CI.[Br:3][C:4]1[CH:12]=[CH:11][C:7]([C:8]([OH:10])=[O:9])=[C:6]([F:13])[CH:5]=1.[C:14](=O)([O-])[O-].[Na+].[Na+].C(OCC)(=O)C>CN(C)C=O>[Br:3][C:4]1[CH:12]=[CH:11][C:7]([C:8]([O:10][CH3:14])=[O:9])=[C:6]([F:13])[CH:5]=1 |f:2.3.4|. Procedure details: Methyl iodide (1.49 mL, 24 mmol) was added to a suspension of 4-bromo-2-fluorobenzoic acid (4.38 g, 20 mmol) and sodium carbonate (6.36 g, 60 mmol) in dimethylformamide (50 mL), and the mixture was stirred overnight at room temperature. After completion of the reaction, ethyl acetate was added, and the mixture was washed with water and a saturated ammonium chloride aqueous solution. After drying over magnesium sulfate, concentration was carried out to obtain 4.50 g of the desired product as a co... Starting materials: CC(C)(C)OC(=O)N1CCC(O)C1, O=C([O-])O, COCCN(CCOC)S(F)(F)F, ClCCl, [Na+]. The product is CC(C)(C)OC(=O)N1CCC(F)C1. Reaction SMILES: [C:14](=[O:15])([O:16][C:17]([CH3:18])([CH3:19])[CH3:20])[N:21]1[CH2:22][CH:23]([OH:26])[CH2:24][CH2:25]1.[C:27](=[O:28])([O-:29])[OH:30].[CH3:1][O:2][CH2:3][CH2:4][N:5]([S:6]([F:7])([F:8])[F:11])[CH2:9][CH2:10][O:12][CH3:13].[Cl:32][CH2:33][Cl:34].[Na+:31]>>[F:11][CH:23]1[CH2:22][N:21]([C:14](=[O:15])[O:16][C:17]([CH3:18])([CH3:19])[CH3:20])[CH2:25][CH2:24]1. Starting materials: FC=1C=CC=C2C=C(N=C(C12)O[C@@H]1CN(CC1)C(=O)OC(C)(C)C)C(=N)NN ((S)-tert-butyl 3-((8-fluoro-3-(hydrazinyl(imino)methyl)isoquinolin-1-yl)oxy)pyrrolidine-1-carboxylate), C1=CN(C=N1)C(=O)N2C=CN=C2 (CDI). Solvent: O1CCOCC1 (dioxane). Yields the product FC=1C=CC=C2C=C(N=C(C12)O[C@@H]1CN(CC1)C(=O)OC(C)(C)C)C1=NNC(N1)=O ((S)-tert-butyl 3-((8-fluoro-3-(5-oxo-4,5-dihydro-1H-1,2,4-triazol-3-yl)isoquinolin-1-yl)oxy)pyrrolidine-1-carboxylate). Yield: 47.3%. RXN SMILES: [F:1][C:2]1[CH:3]=[CH:4][CH:5]=[C:6]2[C:11]=1[C:10]([O:12][C@H:13]1[CH2:17][CH2:16][N:15]([C:18]([O:20][C:21]([CH3:24])([CH3:23])[CH3:22])=[O:19])[CH2:14]1)=[N:9][C:8]([C:25]([NH:27][NH2:28])=[NH:26])=[CH:7]2.C1N=CN([C:34](N2C=NC=C2)=[O:35])C=1>O1CCOCC1>[F:1][C:2]1[CH:3]=[CH:4][CH:5]=[C:6]2[C:11]=1[C:10]([O:12][C@H:13]1[CH2:17][CH2:16][N:15]([C:18]([O:20][C:21]([CH3:23])([CH3:24])[CH3:22])=[O:19])[CH2:14]1)=[N:9][C:8]([C:25]1[NH:26][C:34](=[O:35])[NH:28][N:27]=1)=[CH:7]2. Procedure details: To a mixture of (S)-tert-butyl 3-((8-fluoro-3-(hydrazinyl(imino)methyl)isoquinolin-1-yl)oxy)pyrrolidine-1-carboxylate (500 mg, 1.12 mmol) in dioxane (10 mL) was added CDI (362 mg, 2.24 mmol) and the resulting mixture was heated to reflux for 2 hours. The reaction mixture was concentrated in vacuo to give crude product, which was purified by preparative HPLC to give the title compound (220 mg, 47.4%). ESI-MS m/z [M+H-Boc]+ 316. The reactants are ClC(=O)OCC(C)C (Isobutyl chloroformate), O=C(C(C(CC)(C)C)=O)N1[C@@H](CCC1)C(=O)O ((2S)-1-(1,2-dioxo-3,3-dimethylpentyl)-2-pyrrolidinecarboxylic acid), N (ammonia), C(C)O (ethyl alcohol). The solvent is C(Cl)Cl (methylene chloride), O (water). Run at time 5 minute. Yields the product O=C(C(C(CC)(C)C)=O)N1[C@@H](CCC1)C(=O)N ((2S)-1-(1,2-dioxo-3,3-dimethylpentyl)-2-pyrrolidinecarboxamide). The yield is 81.8%. Reaction SMILES: ClC(OCC(C)C)=O.[O:9]=[C:10]([N:18]1[CH2:22][CH2:21][CH2:20][C@H:19]1[C:23]([OH:25])=O)[C:11](=[O:17])[C:12]([CH3:16])([CH3:15])[CH2:13][CH3:14].[NH3:26].C(O)C>C(Cl)Cl.O>[O:9]=[C:10]([N:18]1[CH2:22][CH2:21][CH2:20][C@H:19]1[C:23]([NH2:26])=[O:25])[C:11](=[O:17])[C:12]([CH3:16])([CH3:15])[CH2:13][CH3:14]. Procedure details: Isobutyl chloroformate (20 mmol, 2.7 mL) was added to a solution containing (2S)-1-(1,2-dioxo-3,3-dimethylpentyl)-2-pyrrolidinecarboxylic acid (4.89 g, 20 mmol) (from Example 1) in 50 mL methylene chloride at −10° C. with stirring. After 5 minutes, ammonia was added dropwise (20 mmol, 10 mL of 2 M ethyl alcohol solution). The reaction was warmed up to room temperature after stirring at −10° C. for 30 minutes. The mixture was diluted with water, and extracted into 200 mL methylene chloride. The o...